Dataset: the Open Reaction Database (ORD), a public repository of structured organic reaction records. Task: describe an organic reaction: reactants, conditions, products, and yield Reactants: FC(C1=CC=C(C=C1)NC(C#N)C(C)C)(F)F (2-(4-trifluoromethylphenylamino)-3-methylbutyronitrile), O (water), C(C)O.Cl (ethanol HCl). Product: FC(C1=CC=C(C=C1)NC(C(=O)OCC)C(C)C)(F)F (ethyl 2-(4-trifluoromethylphenylamino)-3-methylbutanoate). As a reaction SMILES: [F:1][C:2]([F:17])([F:16])[C:3]1[CH:8]=[CH:7][C:6]([NH:9][CH:10]([CH:13]([CH3:15])[CH3:14])[C:11]#N)=[CH:5][CH:4]=1.[CH2:18]([OH:20])[CH3:19].Cl.[OH2:22]>>[F:1][C:2]([F:17])([F:16])[C:3]1[CH:8]=[CH:7][C:6]([NH:9][CH:10]([CH:13]([CH3:15])[CH3:14])[C:11]([O:20][CH2:18][CH3:19])=[O:22])=[CH:5][CH:4]=1 |f:1.2|. Procedure: Following the procedure of Example 3, 2-(4-trifluoromethylphenylamino)-3-methylbutyronitrile was treated, at room temperature, with ethanol/HCl and then, at slightly lower temperature, with water to give ethyl 2-(4-trifluoromethylphenylamino)-3-methylbutanoate. The reactants are O=C(O)C(CC1CCCCC1)N1Cc2cc(Cl)c(Cl)cc2C1=O, O=C(Nc1nccs1)C(CC1CCCCC1)N1Cc2ccccc2C1=O, Nc1nccs1. Yields the product O=C(Nc1nccs1)C(CC1CCCCC1)N1Cc2cc(Cl)c(Cl)cc2C1=O. RXN SMILES: [CH:1]1([CH2:7][CH:8]([C:9](=[O:10])[OH:11])[N:12]2[C:13](=[O:23])[c:14]3[cH:15][c:16]([Cl:22])[c:17]([Cl:21])[cH:18][c:19]3[CH2:20]2)[CH2:2][CH2:3][CH2:4][CH2:5][CH2:6]1.[CH:30]1([CH2:31][CH:32]([N:33]2[CH2:34][c:35]3[c:36]([cH:37][cH:38][cH:39][cH:40]3)[C:41]2=[O:42])[C:43]([NH:44][c:45]2[s:46][cH:47][cH:48][n:49]2)=[O:50])[CH2:51][CH2:52][CH2:53][CH2:54][CH2:55]1.[NH2:24][c:25]1[s:26][cH:27][cH:28][n:29]1>>[CH:1]1([CH2:7][CH:8]([C:9](=[O:10])[NH:24][c:25]2[s:26][cH:27][cH:28][n:29]2)[N:12]2[C:13](=[O:23])[c:14]3[cH:15][c:16]([Cl:22])[c:17]([Cl:21])[cH:18][c:19]3[CH2:20]2)[CH2:2][CH2:3][CH2:4][CH2:5][CH2:6]1. Isolated yield 100.8%. Procedure details: In a manner similar to the method described in Example 1b, 4-bromophenylacetonitrile (Aldrich) (4.5 g, 23 mmol) was reacted with 3-chloro-2-fluorobenzaldehyde (5.2 g, 33 mmol), methanolic solution (25 wt %) of sodium methoxide (15 mL, 66 mmol) in methanol (150 mL) at 50° C. for 3 h to give (Z)-2-(4-bromo-phenyl)-3-(3-chloro-2-fluoro-phenyl)-acrylonitrile as a white powder (7.8 g, 100%). As a reaction SMILES: [Br:1][C:2]1[CH:7]=[CH:6][C:5]([CH2:8][C:9]#[N:10])=[CH:4][CH:3]=1.[Cl:11][C:12]1[C:13]([F:20])=[C:14]([CH:17]=[CH:18][CH:19]=1)[CH:15]=O.C[O-].[Na+]>CO>[Br:1][C:2]1[CH:7]=[CH:6][C:5](/[C:8](=[CH:15]/[C:14]2[CH:17]=[CH:18][CH:19]=[C:12]([Cl:11])[C:13]=2[F:20])/[C:9]#[N:10])=[CH:4][CH:3]=1 |f:2.3|. Yields the product BrC1=CC=C(C=C1)/C(/C#N)=C/C1=C(C(=CC=C1)Cl)F ((Z)-2-(4-bromo-phenyl)-3-(3-chloro-2-fluoro-phenyl)-acrylonitrile). The reactants are ClC=1C(=C(C=O)C=CC1)F (3-chloro-2-fluorobenzaldehyde), C[O-].[Na+] (sodium methoxide), BrC1=CC=C(C=C1)CC#N (4-bromophenylacetonitrile). Run in CO (methanol).